From a dataset of the Open Reaction Database (ORD), a public repository of structured organic reaction records. describe an organic reaction: reactants, conditions, products, and yield The reactants are [BH4-], O=C(CCBr)c1ccc(Br)cc1, CO, Cl, [Na+]. Yields the product OC(CCBr)c1ccc(Br)cc1. RXN SMILES: [BH4-:1].[Br:3][CH2:4][CH2:5][C:6](=[O:7])[c:8]1[cH:9][cH:10][c:11]([Br:14])[cH:12][cH:13]1.[CH3:16][OH:17].[ClH:15].[Na+:2]>>[Br:3][CH2:4][CH2:5][CH:6]([OH:7])[c:8]1[cH:9][cH:10][c:11]([Br:14])[cH:12][cH:13]1. The reactants are [Br-], Clc1ccc(Nc2cc[n+]3ccccc3c2)cc1Cl, [Na+], [OH-], O. Yields the product Clc1ccc(N=c2ccn3ccccc3c2)cc1Cl. RXN SMILES: [Br-:1].[Cl:2][c:3]1[cH:4][c:5]([NH:6][c:7]2[cH:8][c:9]3[cH:10][cH:11][cH:12][cH:13][n+:14]3[cH:15][cH:16]2)[cH:17][cH:18][c:19]1[Cl:20].[Na+:22].[OH-:21].[OH2:23]>>[Cl:2][c:3]1[cH:4][c:5]([N:6]=[c:7]2[cH:8][c:9]3[cH:10][cH:11][cH:12][cH:13][n:14]3[cH:15][cH:16]2)[cH:17][cH:18][c:19]1[Cl:20]. The reactants are C(OCC)(OCC)OCC (triethyl orthoformate), CN1C2=CC=CC=C2SC=2C(=CC=CC12)C=O (10-methyl-phenothiazine-4-carbaldehyde), ice, C(O)([O-])=O.[Na+] (sodium hydrogen carbonate), C(C)OCC (diethyl ether). Run in CO (methanol). Product: C(C)OC(C1=CC=CC=2N(C3=CC=CC=C3SC12)C)OCC (4-diethoxymethyl-10-methyl-phenothiazine). Yield: 96.2%. RXN SMILES: [CH:1]([O:8][CH2:9][CH3:10])([O:5][CH2:6][CH3:7])OCC.[CH3:11][N:12]1[C:25]2[CH:24]=[CH:23][CH:22]=[C:21](C=O)[C:20]=2[S:19][C:18]2[C:13]1=[CH:14][CH:15]=[CH:16][CH:17]=2.C(=O)([O-])O.[Na+].C(OCC)C>CO>[CH2:9]([O:8][CH:1]([O:5][CH2:6][CH3:7])[C:21]1[C:20]2[S:19][C:18]3[C:13](=[CH:14][CH:15]=[CH:16][CH:17]=3)[N:12]([CH3:11])[C:25]=2[CH:24]=[CH:23][CH:22]=1)[CH3:10] |f:2.3|. Reported procedure: 15.0 ml of triethyl orthoformate were added at room temperature to a solution of 4.90 g (20.3 mmol) of 10-methyl-phenothiazine-4-carbaldehyde and 50 mg of p-toluenesulphonic aci×1H2O in 15 ml of methanol. The reaction mixture was boiled at reflux for 45 minutes, cooled and poured into 30 g of ice, 30 ml of saturated aqueous sodium hydrogen carbonate solution and 100 ml of diethyl ether. The organic phase was washed with 50 ml of saturated sodium chloride solution, dried over magnesium sulphate a...